This data is from the Open Reaction Database (ORD), a public repository of structured organic reaction records. The task is: describe an organic reaction: reactants, conditions, products, and yield Yields the product Cl.NC1=NC=CC(=N1)C1=C(N=C(S1)C1CCOCC1)C=1C(=C(C=CC1)NS(=O)(=O)C1=CN(C=C1)C)F (N-{3-[5-(2-amino-4-pyrimidinyl)-2-(tetrahydro-2H-pyran-4-yl)-1,3-thiazol-4-yl]-2-fluorophenyl}-1-methyl-1H-pyrrole-3-sulfonamide hydrochloride), solid. The reactants are ClC1=NC=CC(=N1)C1=C(N=C(S1)C1CCOCC1)C=1C(=C(C=CC1)NS(=O)(=O)C1=CN(C=C1)C)F (N-{3-[5-(2-chloro-4-pyrimidinyl)-2-(tetrahydro-2H-pyran-4-yl)-1,3-thiazol-4-yl]-2-fluorophenyl}-1-methyl-1H-pyrrole-3-sulfonamide), [OH-].[NH4+] (ammonium hydroxide). The yield is 49.2%. Procedure: Following a procedure analogous to the procedure described in Example 282 using N-{3-[5-(2-chloro-4-pyrimidinyl)-2-(tetrahydro-2H-pyran-4-yl)-1,3-thiazol-4-yl]-2-fluorophenyl}-1-methyl-1H-pyrrole-3-sulfonamide (260 mg, 0.487 mmol) and ammonium hydroxide (10 ml), the title compound was obtained as a white solid (132 mg, 49.2%). 1HNMR (MEOD-d4): δ ppm 7.92-7.93 (d, J=6.4 Hz, 1H), 7.50-7.54 (t, J=7.6 Hz, 1H), 7.16-7.23 (m, 2H), 7.12 (s, 1H), 6.31-6.64 (t, J=2.4 Hz, 1H), 6.30-6.32 (d, J=6.0 Hz, 1H),... RXN SMILES: [Cl:1][C:2]1[N:7]=[C:6]([C:8]2[S:12][C:11]([CH:13]3[CH2:18][CH2:17][O:16][CH2:15][CH2:14]3)=[N:10][C:9]=2[C:19]2[C:20]([F:35])=[C:21]([NH:25][S:26]([C:29]3[CH:33]=[CH:32][N:31]([CH3:34])[CH:30]=3)(=[O:28])=[O:27])[CH:22]=[CH:23][CH:24]=2)[CH:5]=[CH:4][N:3]=1.[OH-].[NH4+:37]>>[ClH:1].[NH2:37][C:2]1[N:7]=[C:6]([C:8]2[S:12][C:11]([CH:13]3[CH2:18][CH2:17][O:16][CH2:15][CH2:14]3)=[N:10][C:9]=2[C:19]2[C:20]([F:35])=[C:21]([NH:25][S:26]([C:29]3[CH:33]=[CH:32][N:31]([CH3:34])[CH:30]=3)(=[O:28])=[O:27])[CH:22]=[CH:23][CH:24]=2)[CH:5]=[CH:4][N:3]=1 |f:1.2,3.4|.